This data is from the Open Reaction Database (ORD), a public repository of structured organic reaction records. The task is: describe an organic reaction: reactants, conditions, products, and yield Reactants: C1(=CC=CC2=CC=CC=C12)C(=O)N1C[C@H]([C@@H](C1)C1CC1)CN1CCC(CC1)C1=CC=C(C=C1)F (1-(1-Naphthoyl)-3-(R)-(4-(4-fluorophenyl)piperidinylmethyl)-4-(S)-(cyclopropyl)pyrrolidine), C(=O)(O)C=1C=CC=C2C=CN(C12)CCCNC(=O)OC(C)(C)C (7-carboxy-N-(3-t-butoxycabonylaminopropyl)indole). Yields the product C(C)(C)(C)OC(=O)NCCCN1C=CC2=CC=CC(=C12)C(=O)N1C[C@H]([C@@H](C1)C1CC1)CN1CCC(CC1)C1=CC=C(C=C1)F (1-(N-(3-t-butoxycarbonylaminopropyl)-7-indolecarbonyl)-3-(R)-(4-(4-fluorophenyl)piperidinylmethyl)-4-(S)-(cyclopropyl)pyrrolidine). Yield: 5.4%. RXN SMILES: [C:1]1([C:11]([N:13]2[CH2:17][C@@H:16]([CH:18]3[CH2:20][CH2:19]3)[C@H:15]([CH2:21][N:22]3[CH2:27][CH2:26][CH:25]([C:28]4[CH:33]=[CH:32][C:31]([F:34])=[CH:30][CH:29]=4)[CH2:24][CH2:23]3)[CH2:14]2)=[O:12])[C:10]2[C:5](=[CH:6]C=CC=2)[CH:4]=[CH:3][CH:2]=1.C(C1C=CC=C2C=1[N:45]([CH2:47][CH2:48][CH2:49][NH:50][C:51]([O:53][C:54]([CH3:57])([CH3:56])[CH3:55])=[O:52])[CH:44]=C2)(O)=O>>[C:54]([O:53][C:51]([NH:50][CH2:49][CH2:48][CH2:47][N:45]1[C:10]2[C:5](=[CH:4][CH:3]=[CH:2][C:1]=2[C:11]([N:13]2[CH2:17][C@@H:16]([CH:18]3[CH2:20][CH2:19]3)[C@H:15]([CH2:21][N:22]3[CH2:27][CH2:26][CH:25]([C:28]4[CH:33]=[CH:32][C:31]([F:34])=[CH:30][CH:29]=4)[CH2:24][CH2:23]3)[CH2:14]2)=[O:12])[CH:6]=[CH:44]1)=[O:52])([CH3:57])([CH3:56])[CH3:55]. Procedure: 1-(N-(3-t-butoxycarbonylaminopropyl)-7-indolecarbonyl)-3-(R)-(4-(4-fluorophenyl)piperidinylmethyl)-4-(S)-(cyclopropyl)pyrrolidine (0.13 g) was prepared from 0.125 g (4 mmol) of 3-(S)-(4-(4-fluorophenyl)piperidinylmethyl)-4-(S)-(cyclopropyl)pyrrolidine (Example 9) and 0.13 g (4.3 mmol) of 7-carboxy-N-(3-t-butoxycabonylaminopropyl)indole as described in Example 11. It was purified by chromatography (silica, acetone:hexanes, 3:7). The reactants are C1(=CC=CC=C1)[C@H](C)NC1=NC=CC(=N1)N1C=NC2=C1C=CC(=C2)N (2-[(S)-1-phenylethylamino]-4-[5-amino-benzimidazol-1-yl]pyrimidine), FC([S+]1C2=C(C3=C1C=CC=C3)C=CC(=C2)S(=O)(=O)[O-])(F)F (S-(trifluoromethyl)-dibenzothiophenium-3-sulfonate). Solvent: CN(C)C=O (DMF). Conditions: temperature 80 celsius. The product is C1(=CC=CC=C1)[C@H](C)NC1=NC=CC(=N1)N1C=NC2=C1C=CC(=C2C(F)(F)F)N (2-[(S)-1-Phenylethylamino]-4-[4-trifluoromethyl-5-aminobenzimidazol-1-yl]pyrimidine). Isolated yield 23.1%. As a reaction SMILES: [C:1]1([C@@H:7]([NH:9][C:10]2[N:15]=[C:14]([N:16]3[C:20]4[CH:21]=[CH:22][C:23]([NH2:25])=[CH:24][C:19]=4[N:18]=[CH:17]3)[CH:13]=[CH:12][N:11]=2)[CH3:8])[CH:6]=[CH:5][CH:4]=[CH:3][CH:2]=1.[F:26][C:27]([F:46])([F:45])[S+]1C2C=CC=CC=2C2C=CC(S([O-])(=O)=O)=CC1=2>CN(C=O)C>[C:1]1([C@@H:7]([NH:9][C:10]2[N:15]=[C:14]([N:16]3[C:20]4[CH:21]=[CH:22][C:23]([NH2:25])=[C:24]([C:27]([F:46])([F:45])[F:26])[C:19]=4[N:18]=[CH:17]3)[CH:13]=[CH:12][N:11]=2)[CH3:8])[CH:2]=[CH:3][CH:4]=[CH:5][CH:6]=1. Reported procedure: To a stirred solution of 2-[(S)-1-phenylethylamino]-4-[5-amino-benzimidazol-1-yl]pyrimidine (330 mg, 1 mmol, 1 eq) in DMF (2 mL) was added S-(trifluoromethyl)-dibenzothiophenium-3-sulfonate (166 mg, 0.5 mmol, 0.5 eq) and the mixture was heated to 80° C. for 7 hours. The reaction was cooled and the DMF was removed under reduced pressure. The residue was diluted with water and extracted wth CH2Cl2. The organic extracts were combined, dried over anhydrous Na2SO4, filtered and concentrated under red... Starting materials: COC(=O)c1ccc(Br)c(C)c1, O=C([O-])[O-], CC(C)=O, [K+], [K+], Nc1cc(B(O)O)ccc1Cl. Yields the product COC(=O)c1ccc(-c2ccc(Cl)c(N)c2)c(C)c1. As a reaction SMILES: [Br:12][c:13]1[c:14]([CH3:23])[cH:15][c:16]([C:17](=[O:18])[O:19][CH3:20])[cH:21][cH:22]1.[C:24](=[O:25])([O-:26])[O-:27].[CH3:30][C:31](=[O:32])[CH3:33].[K+:28].[K+:29].[NH2:1][c:2]1[cH:3][c:4]([B:9]([OH:10])[OH:11])[cH:5][cH:6][c:7]1[Cl:8]>>[NH2:1][c:2]1[cH:3][c:4](-[c:13]2[c:14]([CH3:23])[cH:15][c:16]([C:17](=[O:18])[O:19][CH3:20])[cH:21][cH:22]2)[cH:5][cH:6][c:7]1[Cl:8]. Reactants: ClC=1C(=NC=NC1Cl)N (5,6-dichloropyrimidin-4-amine), NCCNC(OC(C)(C)C)=O (tert-butyl (2-aminoethyl)carbamate), O(C1=CC=CC=C1)C1=CC=C(C=C1)B(O)O ((4-phenoxyphenyl)boronic acid), C(C=C)(=O)Cl (acryloyl chloride). The product is NC1=C(C(=NC=N1)NCCNC(C=C)=O)C1=CC=C(C=C1)OC1=CC=CC=C1 (N-(2-((6-amino-5-(4-phenoxyphenyl)pyrimidin-4-yl)amino)ethyl)acrylamide). As a reaction SMILES: Cl[C:2]1[C:3]([NH2:9])=[N:4][CH:5]=[N:6][C:7]=1Cl.[NH2:10][CH2:11][CH2:12][NH:13][C:14](=[O:20])OC(C)(C)C.[O:21]([C:28]1[CH:33]=[CH:32][C:31](B(O)O)=[CH:30][CH:29]=1)[C:22]1[CH:27]=[CH:26][CH:25]=[CH:24][CH:23]=1.[C:37](Cl)(=O)[CH:38]=C>>[NH2:9][C:3]1[N:4]=[CH:5][N:6]=[C:7]([NH:10][CH2:11][CH2:12][NH:13][C:14](=[O:20])[CH:37]=[CH2:38])[C:2]=1[C:25]1[CH:26]=[CH:27][C:22]([O:21][C:28]2[CH:33]=[CH:32][CH:31]=[CH:30][CH:29]=2)=[CH:23][CH:24]=1. Procedure: N-(2-((6-amino-5-(4-phenoxyphenyl)pyrimidin-4-yl)amino)ethyl)acrylamide was prepared from 5,6-dichloropyrimidin-4-amine, tert-butyl (2-aminoethyl)carbamate, (4-phenoxyphenyl)boronic acid, and acryloyl chloride using methods B, C, D, and F. HPLC purity: 100%. MS: m/z=376 [M+H]+. Starting materials: [H-].[Na+] (NaH), BrCCCCCCCCCO (9-bromo-1-nonanol), suspension, C(C1=CC=CC=C1)Br (benzyl bromide). The solvent is C1CCOC1 (THF). Run at time 8 hour. The product is BrCCCCCCCCCOCC1=CC=CC=C1 (9-Bromo-1-(benzyloxy)nonane). RXN SMILES: [Br:1][CH2:2][CH2:3][CH2:4][CH2:5][CH2:6][CH2:7][CH2:8][CH2:9][CH2:10][OH:11].[CH2:12](Br)[C:13]1[CH:18]=[CH:17][CH:16]=[CH:15][CH:14]=1.[H-].[Na+]>C1COCC1>[Br:1][CH2:2][CH2:3][CH2:4][CH2:5][CH2:6][CH2:7][CH2:8][CH2:9][CH2:10][O:11][CH2:12][C:13]1[CH:18]=[CH:17][CH:16]=[CH:15][CH:14]=1 |f:2.3|. Reported procedure: To a stirred solution containing 2.00 g (8.96 mmol) of 9-bromo-1-nonanol in 20 mL of anhydrous THF were added 1.55 mL (12.60 mmol) of benzyl bromide followed by 677 mg (16.94 mmol) of a 60% suspension of NaH in mineral oil. The reaction mixture was stirred overnight under argon atmosphere at room temperature. The reaction mixture was carefully quenched with saturated aqueous sodium bicarbonate. The mixture was poured into 100 nit of water and extracted with two portions of 100 mL of ether. The c... The reactants are FC=1C=C2C(C(=C3N(C2=CC1N1C[C@H](CC1)NC(C(F)(F)F)=O)C(S3)C)C(=O)OCC)=O (ethyl 6-fluoro-1-methyl-4-oxo-7-((S)-3-trifluoroacetylamino-1-pyrrolidinyl)-1H,4H-[1,3]thiazeto[3,2-a]quinoline-3-carboxylate), II (iodine), ClS(=O)(=O)O (chlorosulfonic acid). Product: ClC=1C(=C(C=C2C(C(=C3N(C12)C(S3)C)C(=O)OCC)=O)F)N3C[C@H](CC3)NC(C(F)(F)F)=O (Ethyl 8-chloro-6-fluoro-1-methyl-4-oxo-7-((S)-3-trifluoroacetylamino-1-pyrrolidinyl)-1H,4H-[1,3]thiazeto[3,2-a]quinoline-3-carboxylate). Reaction SMILES: [F:1][C:2]1[CH:3]=[C:4]2[C:9](=[CH:10][C:11]=1[N:12]1[CH2:16][CH2:15][C@H:14]([NH:17][C:18](=[O:23])[C:19]([F:22])([F:21])[F:20])[CH2:13]1)[N:8]1[CH:24]([CH3:26])[S:25][C:7]1=[C:6]([C:27]([O:29][CH2:30][CH3:31])=[O:28])[C:5]2=[O:32].II.[Cl:35]S(O)(=O)=O>>[Cl:35][C:10]1[C:11]([N:12]2[CH2:16][CH2:15][C@H:14]([NH:17][C:18](=[O:23])[C:19]([F:21])([F:20])[F:22])[CH2:13]2)=[C:2]([F:1])[CH:3]=[C:4]2[C:9]=1[N:8]1[CH:24]([CH3:26])[S:25][C:7]1=[C:6]([C:27]([O:29][CH2:30][CH3:31])=[O:28])[C:5]2=[O:32]. Procedure: To a solution of 1.50 g of ethyl 6-fluoro-1-methyl-4-oxo-7-((S)-3-trifluoroacetylamino-1-pyrrolidinyl)-1H,4H-[1,3]thiazeto[3,2-a]quinoline-3-carboxylate in 4.0 ml of chlorosulfonic acid, a trace of iodine was added, and the mixture was bubbled with chlorine gas for 1 hour under ice cooling with stirring. The reaction mixture was poured into ice water and was extracted with chloroform. The extract was washed with aqueous potassium carbonate and water, dried and evaporated. The residue was chromat... The reactants are ClC1=CC=C(C=C1)O (4-chlorophenol), [OH-].[K+] (potassium hydroxide), BrC(C(=O)OCC)(C)C (ethyl α-bromoisobutyrate). Solvent: C(C)O (ethanol). Run at temperature 35 celsius. Product: C(C)OC(C(C)(C)OC1=CC=C(C=C1)Cl)=O (2-(4-chloro-phenoxy)-2-methyl-propionic acid ethyl ester). Yield: 40.7%. RXN SMILES: [Cl:1][C:2]1[CH:7]=[CH:6][C:5]([OH:8])=[CH:4][CH:3]=1.[OH-].[K+].Br[C:12]([CH3:19])([CH3:18])[C:13]([O:15][CH2:16][CH3:17])=[O:14]>C(O)C>[CH2:16]([O:15][C:13](=[O:14])[C:12]([O:8][C:5]1[CH:6]=[CH:7][C:2]([Cl:1])=[CH:3][CH:4]=1)([CH3:19])[CH3:18])[CH3:17] |f:1.2|. Reported procedure: To a solution of 4-chlorophenol (3 g, 23.3 mmol) in ethanol (100 mL) at room temperature is added potassium hydroxide (1.3 g, 23.3 mmol). The suspension is warmed at ˜35° C. for 15 min to complete dissolution before ethyl α-bromoisobutyrate (3.46 mL, 23.3 mmol) is introduced. The reaction is then heated to reflux where it is maintained for 16 h. After this time, the mixture is cooled to room temperature and filtered. The collected solids are washed with additional ethanol (10 mL) and the combine... Starting materials: NC1=NC2=CC=CC=C2C=C1 (2-amino-quinoline), CCN=C=NCCCN(C)C (EDCI), C(=S)(Cl)Cl (thiophosgene), ClC1=C(C(=CC=C1)Cl)C=1NC2=C(N1)C=CC(=C2)C(=O)NN (2-(2,6-dichloro-phenyl)-3H-benzoimidazole-5-carboxylic acid hydrazide). Run in C(Cl)(Cl)Cl (CHCl3), C(=O)(O)[O-].[Na+] (NaHCO3), CN(C)C=O (DMF), CCOC(=O)C (EtOAc). Reaction conditions: temperature 80 celsius. Product: ClC1=C(C(=CC=C1)Cl)C=1NC2=C(N1)C=CC(=C2)C2=NN=C(O2)NC2=NC1=CC=CC=C1C=C2 ({5-[2-(2,6-Dichloro-phenyl)-3H-benzoimidazol-5-yl]-[1,3,4]oxadiazol-2-yl}-quinolin-2-yl-amine). Reaction SMILES: [NH2:1][C:2]1[CH:11]=[CH:10][C:9]2[C:4](=[CH:5][CH:6]=[CH:7][CH:8]=2)[N:3]=1.[C:12](Cl)(Cl)=S.[Cl:16][C:17]1[CH:22]=[CH:21][CH:20]=[C:19]([Cl:23])[C:18]=1[C:24]1[NH:25][C:26]2[CH:32]=[C:31]([C:33]([NH:35][NH2:36])=[O:34])[CH:30]=[CH:29][C:27]=2[N:28]=1.CCN=C=NCCCN(C)C>C(Cl)(Cl)Cl.C([O-])(O)=O.[Na+].CCOC(C)=O.CN(C=O)C>[Cl:16][C:17]1[CH:22]=[CH:21][CH:20]=[C:19]([Cl:23])[C:18]=1[C:24]1[NH:25][C:26]2[CH:32]=[C:31]([C:33]3[O:34][C:12]([NH:1][C:2]4[CH:11]=[CH:10][C:9]5[C:4](=[CH:5][CH:6]=[CH:7][CH:8]=5)[N:3]=4)=[N:36][N:35]=3)[CH:30]=[CH:29][C:27]=2[N:28]=1 |f:5.6|. Procedure: Dissolve 2-amino-quinoline (88 mg, 0.607 mmol) in a biphasic solution of CHCl3 (15 mL) and saturated NaHCO3 (15 mL). Add thiophosgene (47 uL, 0.607 mmol) to the organic phase and stir the reaction vigorously for 3 hr. Add 2-(2,6-dichloro-phenyl)-3H-benzoimidazole-5-carboxylic acid hydrazide (150 mg, 0.467 mmol) and stir overnight. Filter the reaction. Extract the aqueous phase with CHCl3 (20 mL). Concentrate the combined organics and combine with the solid. Evaporate the solvent. Add EDCI (96 mg... The reactants are Cl.Cl.C1(=CC=CC=C1)C=1C(=C2C(=NC1)NC=C2)N2CCNCC2 (5-Phenyl-4-(piperazin-1-yl)-1H-pyrrolo[2,3-b]pyridine dihydrochloride), [Na+].C(C)(C)(C)OC(=O)N1[C@@H](CCC1(C)C)[C@@H](C(=O)[O-])C1=CC(=C(C=C1)Cl)F ((S)-2-((S)-1-(tert-butoxycarbonyl)-5,5-dimethylpyrrolidin-2-yl)-2-(4-chloro-3-fluorophenyl)acetic acid sodium salt), CN(C)C(=[N+](C)C)ON1C2=C(C=CC=C2)N=N1.[B-](F)(F)(F)F (TBTU), CCN(C(C)C)C(C)C (DIEA). Solvent: C(Cl)Cl (DCM). Conditions: time 1 hour. Yields the product ClC1=C(C=C(C=C1)[C@H](C(N1CCN(CC1)C1=C2C(=NC=C1C1=CC=CC=C1)NC=C2)=O)[C@@H]2CCC(N2C(=O)OC(C)(C)C)(C)C)F ((S)-tert-butyl 5-((S)-1-(4-chloro-3-fluorophenyl)-2-oxo-2-(4-(5-phenyl-1H-pyrrolo[2,3-b]pyri din-4-yl)piperazin-1-yl)ethyl)-2,2-dimethylpyrrolidine-1-carboxylate). As a reaction SMILES: Cl.Cl.[C:3]1([C:9]2[C:10]([N:18]3[CH2:23][CH2:22][NH:21][CH2:20][CH2:19]3)=[C:11]3[CH:17]=[CH:16][NH:15][C:12]3=[N:13][CH:14]=2)[CH:8]=[CH:7][CH:6]=[CH:5][CH:4]=1.[Na+].[C:25]([O:29][C:30]([N:32]1[C:36]([CH3:38])([CH3:37])[CH2:35][CH2:34][C@H:33]1[C@H:39]([C:43]1[CH:48]=[CH:47][C:46]([Cl:49])=[C:45]([F:50])[CH:44]=1)[C:40]([O-])=[O:41])=[O:31])([CH3:28])([CH3:27])[CH3:26].CN(C(ON1N=NC2C=CC=CC1=2)=[N+](C)C)C.[B-](F)(F)(F)F.CCN(C(C)C)C(C)C>C(Cl)Cl>[Cl:49][C:46]1[CH:47]=[CH:48][C:43]([C@@H:39]([C@H:33]2[N:32]([C:30]([O:29][C:25]([CH3:27])([CH3:26])[CH3:28])=[O:31])[C:36]([CH3:38])([CH3:37])[CH2:35][CH2:34]2)[C:40](=[O:41])[N:21]2[CH2:20][CH2:19][N:18]([C:10]3[C:9]([C:3]4[CH:4]=[CH:5][CH:6]=[CH:7][CH:8]=4)=[CH:14][N:13]=[C:12]4[NH:15][CH:16]=[CH:17][C:11]=34)[CH2:23][CH2:22]2)=[CH:44][C:45]=1[F:50] |f:0.1.2,3.4,5.6|. Procedure: 5-Phenyl-4-(piperazin-1-yl)-1H-pyrrolo[2,3-b]pyridine dihydrochloride (0.0200 g, 0.0570 mmol, see Example 19), (S)-2-((S)-1-(tert-butoxycarbonyl)-5,5-dimethylpyrrolidin-2-yl)-2-(4-chloro-3-fluorophenyl)acetic acid (0.020 g, 0.0518 mmol, see Example D) and TBTU (0.0200 g, 0.0622 mmol) in DCM (1 mL) were added to DIEA (0.0361 mL, 0.207 mmol) and stirred at room temperature for 1 hour. The mixture was directly loaded to column and purified by chromatography (1:1 hexane:ethyl acetate) to give (S)-te...